Dataset: the Open Reaction Database (ORD), a public repository of structured organic reaction records. Task: describe an organic reaction: reactants, conditions, products, and yield Reactants: C(C1=CC=CC=C1)N1[C@@H](COCC1)CO ((3R)-4-benzyl-3-hydroxymethylmorpholine), [H-].[Na+] (sodium hydride), ice water, CI (methyl iodide). Run in O1CCCC1 (tetrahydrofuran), O1CCCC1 (tetrahydrofuran). Reaction conditions: temperature 70 celsius, time 1 hour. The product is C(C1=CC=CC=C1)N1[C@@H](COCC1)COC ((3R)-4-benzyl-3-methoxymethylmorpholine). As a reaction SMILES: [CH2:1]([N:8]1[CH2:13][CH2:12][O:11][CH2:10][C@H:9]1[CH2:14][OH:15])[C:2]1[CH:7]=[CH:6][CH:5]=[CH:4][CH:3]=1.[H-].[Na+].[CH3:18]I>O1CCCC1>[CH2:1]([N:8]1[CH2:13][CH2:12][O:11][CH2:10][C@H:9]1[CH2:14][O:15][CH3:18])[C:2]1[CH:3]=[CH:4][CH:5]=[CH:6][CH:7]=1 |f:1.2|. Reported procedure: A solution of (3R)-4-benzyl-3-hydroxymethylmorpholine (0.94 g) in tetrahydrofuran (10 ml) was added dropwise to a suspension of sodium hydride (60% oil suspension, 0.22 g) in tetrahydrofuran (20 ml) at room temperature under nitrogen atmosphere and the whole was stirred at 70° C. for 1 hour. After cooling, methyl iodide (0.31 ml) was added thereto and the mixture was stirred at 40° C. for 1 hour. After cooling, the mixture was poured into ice water, and extracted with ethyl acetate. The extract ... The yield is 75.9%. Reported procedure: To a solution of n-octanethiol (2.04 g) in a mixture of anhydrous tetrahydrofuran (10 mL) and anhydrous hexamethylphosphoric triamide (HMPA) (5 mL), a 1.59 M solution of n-butyl lithium in hexane (8.74 mL) was added dropwise under cooling with ice-water under nitrogen atmosphere. After stirring at the same temperature for fifteen minutes, a solution of the compound (2.50 g) obtained in Example 13 in a mixture of anhydrous tetrahydrofuran (10 mL) and anhydrous HMPA (5 mL) was added dropwise there... RXN SMILES: C(S)CCCCCCC.C([Li])CCC.[C:15]([C:17]1[CH:22]=[CH:21][C:20]([CH2:23][CH2:24][N:25]2[CH2:30][CH2:29][C:28]([CH2:32][O:33][C:34]3[CH:43]=[CH:42][C:37]([C:38]([O:40]C)=[O:39])=[CH:36][CH:35]=3)([OH:31])[CH2:27][CH2:26]2)=[CH:19][CH:18]=1)#[N:16]>CCCCCC.CN(C)P(=O)(N(C)C)N(C)C.O1CCCC1>[C:15]([C:17]1[CH:18]=[CH:19][C:20]([CH2:23][CH2:24][N:25]2[CH2:26][CH2:27][C:28]([CH2:32][O:33][C:34]3[CH:35]=[CH:36][C:37]([C:38]([OH:40])=[O:39])=[CH:42][CH:43]=3)([OH:31])[CH2:29][CH2:30]2)=[CH:21][CH:22]=1)#[N:16]. The reactants are C(CCCCCCC)S (n-octanethiol), ice water, C(#N)C1=CC=C(C=C1)CCN1CCC(CC1)(O)COC1=CC=C(C(=O)OC)C=C1 (methyl 4-{1-[2-(4-cyanophenyl)ethyl]-4-hydroxypiperidin-4-ylmethoxy}benzoate), solution, C(CCC)[Li] (n-butyl lithium), ice water, ice water. Yields the product C(#N)C1=CC=C(C=C1)CCN1CCC(CC1)(O)COC1=CC=C(C(=O)O)C=C1 (4-{1-[2-(4-cyanophenyl)ethyl]-4-hydroxypiperidin-4-ylmethoxy}benzoic acid). Run in CN(P(N(C)C)(N(C)C)=O)C (hexamethylphosphoric triamide), O1CCCC1 (tetrahydrofuran), CN(P(N(C)C)(N(C)C)=O)C (HMPA), O1CCCC1 (tetrahydrofuran), CCCCCC (hexane). The reactants are CS(C)=O, ClCc1cnn(C(c2ccccc2)(c2ccccc2)c2ccccc2)c1, N#C[Na], O. Yields the product N#CCc1cnn(C(c2ccccc2)(c2ccccc2)c2ccccc2)c1. Reaction SMILES: [CH3:31][S:32]([CH3:33])=[O:34].[Cl:4][CH2:5][c:6]1[cH:7][n:8][n:9]([C:11]([c:12]2[cH:13][cH:14][cH:15][cH:16][cH:17]2)([c:18]2[cH:19][cH:20][cH:21][cH:22][cH:23]2)[c:24]2[cH:25][cH:26][cH:27][cH:28][cH:29]2)[cH:10]1.[Na:1][C:2]#[N:3].[OH2:30]>>[C:2](#[N:3])[CH2:5][c:6]1[cH:7][n:8][n:9]([C:11]([c:12]2[cH:13][cH:14][cH:15][cH:16][cH:17]2)([c:18]2[cH:19][cH:20][cH:21][cH:22][cH:23]2)[c:24]2[cH:25][cH:26][cH:27][cH:28][cH:29]2)[cH:10]1. Starting materials: NCC(C1=CC=C(C=C1)F)O (α-(aminomethyl)-p-fluorobenzyl alcohol), C=1(C(=CC=CC1)C)C (xylene), N([N+](=O)[O-])C=1NCCN1 (2-(nitramino)-2-imidazoline), C1=CC=CC=C1 (benzene). Run in CC(=O)C (acetone). Conditions: temperature 160 celsius. The product is FC1=CC=C(C(CNC=2NCCN2)O)C=C1 (p-fluoro-α-(2-imidazolin-2-ylaminomethyl)benzyl alcohol). As a reaction SMILES: [NH2:1][CH2:2][CH:3]([OH:11])[C:4]1[CH:9]=[CH:8][C:7]([F:10])=[CH:6][CH:5]=1.C1(C)C(C)=CC=CC=1.N([C:24]1[NH:25][CH2:26][CH2:27][N:28]=1)[N+]([O-])=O.C1C=CC=CC=1>CC(C)=O>[F:10][C:7]1[CH:8]=[CH:9][C:4]([CH:3]([OH:11])[CH2:2][NH:1][C:24]2[NH:28][CH2:27][CH2:26][N:25]=2)=[CH:5][CH:6]=1. Reported procedure: To a solution of 6.5 parts of α-(aminomethyl)-p-fluorobenzyl alcohol in 8 parts of xylene are added 5.2 parts of 2-(nitramino)-2-imidazoline. The mixture is heated in an oil-bath to about 160°C. till gas-evolution is ceased (about 15 minutes). The reaction mixture is cooled and treated with benzene and acetone. The product is sucked off and crystallized from 4-methyl-2-pentanone, yielding p-fluoro-α-(2-imidazolin-2-ylaminomethyl)benzyl alcohol; m.p. 153.4°C. Reactants: [BH3-]C#N, CC(=O)[O-], CO, CC(=O)c1ccc2c(c1)OCCc1sc(-c3nc(C)nn3C(C)C)nc1-2, [NH4+], [Na+], [Na+], [OH-]. Product: Cc1nc(-c2nc3c(s2)CCOc2cc(C(C)N)ccc2-3)n(C(C)C)n1. As a reaction SMILES: [C:32](#[N:33])[BH3-:34].[CH3:28][C:29](=[O:30])[O-:31].[CH3:38][OH:39].[CH:1]([CH3:2])([CH3:3])[n:4]1[n:5][c:6]([CH3:26])[n:7][c:8]1-[c:9]1[s:10][c:11]2[c:17]([n:18]1)-[c:16]1[c:15]([cH:22][c:21]([C:23]([CH3:24])=[O:25])[cH:20][cH:19]1)[O:14][CH2:13][CH2:12]2.[NH4+:27].[Na+:35].[Na+:37].[OH-:36]>>[CH:1]([CH3:2])([CH3:3])[n:4]1[n:5][c:6]([CH3:26])[n:7][c:8]1-[c:9]1[s:10][c:11]2[c:17]([n:18]1)-[c:16]1[c:15]([cH:22][c:21]([CH:23]([CH3:24])[NH2:33])[cH:20][cH:19]1)[O:14][CH2:13][CH2:12]2.